Dataset: the Open Reaction Database (ORD), a public repository of structured organic reaction records. Task: describe an organic reaction: reactants, conditions, products, and yield Reactants: C[O-].[Na+] (Sodium methoxide), CN(C=O)C (dimethylformamide), CSC(CCCC(CC=O)C)(C)C (7-methylthio-3,7-dimethyloctan-1-al), diethyl 3-methoxycarbonyl-2-methylprop-2-enyl phosphonate. Run at time 3 hour. Yields the product CSC(CCCC(C/C=C/C(=CC(=O)OC)C)C)(C)C (trans methyl 11-methylthio-3,7,11-trimethyldodeca-2,4-dienoate). RXN SMILES: [CH3:1][O-:2].[Na+].[CH3:4][S:5][C:6]([CH3:16])([CH3:15])[CH2:7][CH2:8][CH2:9][CH:10]([CH3:14])[CH2:11][CH:12]=O.CN(C)[CH:19]=[O:20]>>[CH3:4][S:5][C:6]([CH3:16])([CH3:15])[CH2:7][CH2:8][CH2:9][CH:10]([CH3:14])[CH2:11]/[CH:12]=[CH:15]/[C:6]([CH3:16])=[CH:7][C:1]([O:20][CH3:19])=[O:2] |f:0.1|. Procedure: Sodium methoxide (1.2 g. of sodium and 30 ml. of methanol) is added slowly to a mixture of 6.4 g. of 7-methylthio-3,7-dimethyloctan-1-al and 10 g. of diethyl 3-methoxycarbonyl-2-methylprop-2-enyl phosphonate (about 77% trans) in 50 ml. of dimethylformamide, under nitrogen and at about 0°, with stirring. After addition is complete, the reaction is left 3 hours at room temperature and worked up by extraction with hexane/ether to yield cis/trans methyl 11-methylthio-3,7,11-trimethyldodeca-2,4-dieno... The reactants are C(C)OC(=O)C1=NC(=CC(=C1)C1=CC(=CC(=C1)F)F)C (4-(3,5-Difluorophenyl)-6-methyl-pyridine-2-carboxylic acid ethyl ester), NC1=NN(C=C1)CC(=O)OCC (Ethyl (3-Amino-1-pyrazolyl)acetate). Yields the product C(C)OC(CN1N=C(C=C1)NC(=O)C1=NC(=CC(=C1)C1=CC(=CC(=C1)F)F)C)=O ((3-{[4-(3,5-Difluorophenyl)-6-methyl-pyridine-2-carbonyl]-amino}-pyrazol-1-yl)-acetic acid ethyl ester). Reaction SMILES: C(O[C:4]([C:6]1[CH:11]=[C:10]([C:12]2[CH:17]=[C:16]([F:18])[CH:15]=[C:14]([F:19])[CH:13]=2)[CH:9]=[C:8]([CH3:20])[N:7]=1)=[O:5])C.[NH2:21][C:22]1[CH:26]=[CH:25][N:24]([CH2:27][C:28]([O:30][CH2:31][CH3:32])=[O:29])[N:23]=1>>[CH2:31]([O:30][C:28](=[O:29])[CH2:27][N:24]1[CH:25]=[CH:26][C:22]([NH:21][C:4]([C:6]2[CH:11]=[C:10]([C:12]3[CH:13]=[C:14]([F:19])[CH:15]=[C:16]([F:18])[CH:17]=3)[CH:9]=[C:8]([CH3:20])[N:7]=2)=[O:5])=[N:23]1)[CH3:32]. Procedure details: The title compound, was prepared from 4-(3,5-Difluorophenyl)-6-methyl-pyridine-2-carboxylic acid ethyl ester in accordance with the general method of example 26, step 6 using Ethyl (3-Amino-1-pyrazolyl)acetate instead of 3-chloroaniline to yield the final compound as a white crystalline, MS (ISP): m/e=401.2 (M+H)+. Yields the product C(#N)C1=C(C=CC=C1)NC(=O)C1CCCCC1 (N-(2-cyanophenyl)cyclohexanecarboxamide). RXN SMILES: F[C:2](F)(F)[C:3]1[CH:8]=[CH:7][CH:6]=[CH:5][C:4]=1[NH:9][C:10]([CH:12]1[CH2:17][CH2:16][CH2:15][CH2:14][CH2:13]1)=[O:11].C(C1C=CC=CC=1N)#[N:21]>>[C:2]([C:3]1[CH:8]=[CH:7][CH:6]=[CH:5][C:4]=1[NH:9][C:10]([CH:12]1[CH2:17][CH2:16][CH2:15][CH2:14][CH2:13]1)=[O:11])#[N:21]. Yield: 75.0%. Reactants: FC(C1=C(C=CC=C1)NC(=O)C1CCCCC1)(F)F (N-(2-trifluoromethylphenyl)cyclohexanecarboxamide), C(#N)C1=C(N)C=CC=C1 (2-cyanoaniline). Procedure details: This compound was prepared following the procedure described for compound 26A in example 26, except that 2-cyanoaniline was used in place of 2-trifluoromethylaniline. Yield 75%. M.p. 135-137° C. Reactants: C(C)(C)(C)C=1N=C(SC1)NC(=O)C1=CC=C(OC2=C(C=C3C(CCOC3=C2)C(=O)OCC)Cl)C=C1 (Ethyl 7-(4-(4-tert-butylthiazol-2-ylcarbamoyl)phenoxy)-6-chlorochroman-4-carboxylate), C1CCOC1.C(C)O (THF Ethanol), [OH-].[Na+] (sodium hydroxide), Cl (hydrogen chloride). Run in C(C)(=O)OCC (ethyl acetate). Reaction conditions: time 18 hour. Yields the product C(C)(C)(C)C=1N=C(SC1)NC(=O)C1=CC=C(OC2=C(C=C3C(CCOC3=C2)C(=O)O)Cl)C=C1 (7-(4-(4-tert-butylthiazol-2-ylcarbamoyl)phenoxy)-6-chlorochroman-4-carboxylic acid). Yield: 75.5%. Reaction SMILES: [C:1]([C:5]1[N:6]=[C:7]([NH:10][C:11]([C:13]2[CH:35]=[CH:34][C:16]([O:17][C:18]3[CH:27]=[C:26]4[C:21]([CH:22]([C:28]([O:30]CC)=[O:29])[CH2:23][CH2:24][O:25]4)=[CH:20][C:19]=3[Cl:33])=[CH:15][CH:14]=2)=[O:12])[S:8][CH:9]=1)([CH3:4])([CH3:3])[CH3:2].C1COCC1.C(O)C.[OH-].[Na+].Cl>C(OCC)(=O)C>[C:1]([C:5]1[N:6]=[C:7]([NH:10][C:11]([C:13]2[CH:14]=[CH:15][C:16]([O:17][C:18]3[CH:27]=[C:26]4[C:21]([CH:22]([C:28]([OH:30])=[O:29])[CH2:23][CH2:24][O:25]4)=[CH:20][C:19]=3[Cl:33])=[CH:34][CH:35]=2)=[O:12])[S:8][CH:9]=1)([CH3:4])([CH3:2])[CH3:3] |f:1.2,3.4|. Reported procedure: Ethyl 7-(4-(4-tert-butylthiazol-2-ylcarbamoyl)phenoxy)-6-chlorochroman-4-carboxylate (408 μl, 0.0408 mmol) in 2:1 THF-Ethanol was treated with 1N sodium hydroxide (0.061 ml, 0.061 mmol) at ambient temperature. After 18 hours, the reaction was diluted with ethyl acetate and acidified with hydrogen chloride (81.6 μl, 0.0816 mmol). The reaction was washed with brine, dried with sodium sulfate, filtered, and concentrated in vacuo to give the desired product (0.015 g, 76%) as a white solid. MS (APCI)... Starting materials: C(C)OC(CN1C(C[C@@H]2CCCC[C@H]12)=O)=O (cis-octahydro-2-oxo-1H-indole-1acetic acid ethyl ester), N (ammonia), O=C1C[C@H]2[C@@H](N1CC(=O)N)CCC2 (cis-Hexahydro-2-oxo-cyclopenta[b]pyrrole-1(2H)-acetamide). Run in CO (methanol). Conditions: time 24 hour. The product is O=C1C[C@H]2[C@@H](N1CC(=O)N)CCCC2 (cis-hexahydro-2-oxo-cyclohexa[b]-pyrrol-1(2H)-acetamide). As a reaction SMILES: C([O:3][C:4](=O)[CH2:5][N:6]1[C@@H:14]2[C@@H:9]([CH2:10][CH2:11][CH2:12][CH2:13]2)[CH2:8][C:7]1=[O:15])C.N.O=C1[N:23](CC(N)=O)[C@H]2CCC[C@H]2C1>CO>[O:15]=[C:7]1[N:6]([CH2:5][C:4]([NH2:23])=[O:3])[C@H:14]2[CH2:13][CH2:12][CH2:11][CH2:10][C@H:9]2[CH2:8]1. Procedure: A solution of cis-octahydro-2-oxo-1H-indole-1acetic acid ethyl ester (15.43 g, 0.068 mole) in methanol (200 ml) is saturated with ammonia and stirred at ambient temperatures 24 hours. The solution is concentrated at reduced pressure to yield a solid. cis-Hexahydro-2-oxo-cyclopenta[b]pyrrole-1(2H)-acetamide with a mp 145°-145.5° C. Starting materials: [N+](=O)([O-])C1=C(C=CC(=C1)[N+](=O)[O-])Cl (2,4-dinitro-chlorobenzene), CN(CCNS(=O)(=O)C)C (N-(2-dimethylamino-ethyl)-methanesulphonamide), [H-].[Na+] (sodium hydride). The product is CN(CCN(S(=O)(=O)C)C1=CC=C(C=C1[N+](=O)[O-])[N+](=O)[O-])C (6[N-(2-dimethylamino-ethyl)-N-methylsulphonyl-amino]-1,3-dinitrobenzene). Reaction SMILES: [N+:1]([C:4]1[CH:9]=[C:8]([N+:10]([O-:12])=[O:11])[CH:7]=[CH:6][C:5]=1Cl)([O-:3])=[O:2].[CH3:14][N:15]([CH3:23])[CH2:16][CH2:17][NH:18][S:19]([CH3:22])(=[O:21])=[O:20].[H-].[Na+]>>[CH3:14][N:15]([CH3:23])[CH2:16][CH2:17][N:18]([C:5]1[C:4]([N+:1]([O-:3])=[O:2])=[CH:9][C:8]([N+:10]([O-:12])=[O:11])=[CH:7][CH:6]=1)[S:19]([CH3:22])(=[O:21])=[O:20] |f:2.3|. Reported procedure: Prepared from 2,4-dinitro-chlorobenzene, N-(2-dimethylamino-ethyl)-methanesulphonamide and sodium hydride as base The reactants are stock solution, NCCC1=CC=C(C=C1)C1=CC=C(C=C1)C(CNS(=O)(=O)C(C)C)C (N-2-(4-(4-(2-aminoethyl)phenyl)phenyl)propyl 2-propanesulfonamide), FC1=C(C=CC=C1)S(=O)(=O)Cl (2-fluorobenzenesulfonyl chloride). The product is FC1=C(C=CC=C1)S(=O)(=O)NCCC1=CC=C(C=C1)C1=CC=C(C=C1)C(CNS(=O)(=O)C(C)C)C (N-2-(4-(4-(2-(2-fluorobenzenesulfonylamino)ethyl)phenyl)phenyl)propyl 2-propanesulfonamide). RXN SMILES: [NH2:1][CH2:2][CH2:3][C:4]1[CH:9]=[CH:8][C:7]([C:10]2[CH:15]=[CH:14][C:13]([CH:16]([CH3:25])[CH2:17][NH:18][S:19]([CH:22]([CH3:24])[CH3:23])(=[O:21])=[O:20])=[CH:12][CH:11]=2)=[CH:6][CH:5]=1.[F:26][C:27]1[CH:32]=[CH:31][CH:30]=[CH:29][C:28]=1[S:33](Cl)(=[O:35])=[O:34]>>[F:26][C:27]1[CH:32]=[CH:31][CH:30]=[CH:29][C:28]=1[S:33]([NH:1][CH2:2][CH2:3][C:4]1[CH:5]=[CH:6][C:7]([C:10]2[CH:15]=[CH:14][C:13]([CH:16]([CH3:25])[CH2:17][NH:18][S:19]([CH:22]([CH3:24])[CH3:23])(=[O:21])=[O:20])=[CH:12][CH:11]=2)=[CH:8][CH:9]=1)(=[O:35])=[O:34]. Reported procedure: The title compound was prepared following the method of Example 147 and using 1 mL of a stock solution of 0.5 g (1.4 mmol) of material from Example 50 and 15 mg (0.11 mmol) 2-fluorobenzenesulfonyl chloride. NMR was consistent with the proposed compound. The reactants are ClC1=NC=CC=C1Cl (2,3-dichloropyridine), O (water), C(=O)([O-])[O-].[Na+].[Na+] (Na2CO3), B(C1=CC=C(C=C1)C(=O)O)(O)O (4-carboxylphenylboronic acid). Reagents/catalysts: C=1C=CC(=CC1)[P](C=2C=CC=CC2)(C=3C=CC=CC3)[Pd]([P](C=4C=CC=CC4)(C=5C=CC=CC5)C=6C=CC=CC6)([P](C=7C=CC=CC7)(C=8C=CC=CC8)C=9C=CC=CC9)[P](C=1C=CC=CC1)(C=1C=CC=CC1)C=1C=CC=CC1 (Pd(PPh3)4). Solvent: COCCOC (1,2-dimethoxyethane). The product is ClC=1C(=NC=CC1)C1=CC=C(C(=O)O)C=C1 (4-(3-chloropyridin-2-yl)benzoic acid), precipitate. Yield: 75.0%. RXN SMILES: Cl[C:2]1[C:7]([Cl:8])=[CH:6][CH:5]=[CH:4][N:3]=1.O.C([O-])([O-])=O.[Na+].[Na+].B(O)(O)[C:17]1[CH:22]=[CH:21][C:20]([C:23]([OH:25])=[O:24])=[CH:19][CH:18]=1>COCCOC.C1C=CC([P]([Pd]([P](C2C=CC=CC=2)(C2C=CC=CC=2)C2C=CC=CC=2)([P](C2C=CC=CC=2)(C2C=CC=CC=2)C2C=CC=CC=2)[P](C2C=CC=CC=2)(C2C=CC=CC=2)C2C=CC=CC=2)(C2C=CC=CC=2)C2C=CC=CC=2)=CC=1>[Cl:8][C:7]1[C:2]([C:17]2[CH:22]=[CH:21][C:20]([C:23]([OH:25])=[O:24])=[CH:19][CH:18]=2)=[N:3][CH:4]=[CH:5][CH:6]=1 |f:2.3.4,^1:37,39,58,77|. Reported procedure: To a solution of 5.3 g (36.1 mmol) 2,3-dichloropyridine in 200 mL 1,2-dimethoxyethane and 200 mL distilled water were added 22.3 g (0.21 mol) Na2CO3, 5.0 g (30.1 mmol) 4-carboxylphenylboronic acid and 0.5 g Pd(PPh3)4, followed by mixing for 18 hours under a heat flux condition by stirring. After being cooled to room temperature, the solution was 50% concentrated in a vacuum. The aqueous layer was washed with ethyl acetate and adjusted into pH 1 with conc. HCl. Thereafter, extraction with ethyl a... The reactants are O=C([O-])O, CCCc1cc(C2(CC)OCCO2)ccc1-c1cc(CCc2ccc(CO)c(CO)c2)ccc1C, CC(C)=O, [Na+], O, Cc1ccc(S(=O)(=O)O)cc1. Product: CCCc1cc(C(=O)CC)ccc1-c1cc(CCc2ccc(CO)c(CO)c2)ccc1C. Reaction SMILES: [C:48](=[O:49])([O-:50])[OH:51].[CH2:1]([CH3:2])[C:3]1([c:8]2[cH:9][c:10]([CH2:33][CH2:34][CH3:35])[c:11](-[c:14]3[cH:15][c:16]([CH2:21][CH2:22][c:23]4[cH:24][c:25]([CH2:31][OH:32])[c:26]([CH2:29][OH:30])[cH:27][cH:28]4)[cH:17][cH:18][c:19]3[CH3:20])[cH:12][cH:13]2)[O:4][CH2:7][CH2:6][O:5]1.[CH3:53][C:54](=[O:55])[CH3:56].[Na+:52].[OH2:36].[c:37]1([CH3:38])[cH:39][cH:40][c:41]([S:42]([OH:43])(=[O:44])=[O:45])[cH:46][cH:47]1>>[CH2:1]([CH3:2])[C:3](=[O:4])[c:8]1[cH:9][c:10]([CH2:33][CH2:34][CH3:35])[c:11](-[c:14]2[cH:15][c:16]([CH2:21][CH2:22][c:23]3[cH:24][c:25]([CH2:31][OH:32])[c:26]([CH2:29][OH:30])[cH:27][cH:28]3)[cH:17][cH:18][c:19]2[CH3:20])[cH:12][cH:13]1. Reactants: NC=1C=C(C=CC1)C(C)=O (m-aminoacetophenone), C(C)(C)N(CC)C(C)C (diisopropylethylamine), ClC(=O)OC (methyl chloroformate). Solvent: ClCCl (dichloromethane). Yields the product C(C)(=O)C=1C=C(C=CC1)NC(OC)=O ((3-acetylphenyl)carbamic acid, methyl ester). Reaction SMILES: [NH2:1][C:2]1[CH:3]=[C:4]([C:8](=[O:10])[CH3:9])[CH:5]=[CH:6][CH:7]=1.C(N(C(C)C)CC)(C)C.Cl[C:21]([O:23][CH3:24])=[O:22]>ClCCl>[C:8]([C:4]1[CH:3]=[C:2]([NH:1][C:21](=[O:22])[O:23][CH3:24])[CH:7]=[CH:6][CH:5]=1)(=[O:10])[CH3:9]. Procedure: A mixture of m-aminoacetophenone, diisopropylethylamine, methyl chloroformate and dichloromethane was reacted as described in Example 1, giving 33.4 g of (3-acetylphenyl)carbamic acid, methyl ester.